This data is from the Open Reaction Database (ORD), a public repository of structured organic reaction records. The task is: describe an organic reaction: reactants, conditions, products, and yield Reactants: [Na] (sodium), C(C1=CC=CC=C1)(C1=CC=CC=C1)(C1=CC=CC=C1)S (tritylmercaptan), CNC(CCl)=O (N-methylchloracetamide). Run in C(C)O (ethanol), C(C)O (ethanol). Run at time 45 minute. Product: C(C1=CC=CC=C1)(C1=CC=CC=C1)(C1=CC=CC=C1)SCC(=O)NC (α-tritylthio-N-methylacetamide). Reaction SMILES: [Na].[C:2]([SH:21])([C:15]1[CH:20]=[CH:19][CH:18]=[CH:17][CH:16]=1)([C:9]1[CH:14]=[CH:13][CH:12]=[CH:11][CH:10]=1)[C:3]1[CH:8]=[CH:7][CH:6]=[CH:5][CH:4]=1.[CH3:22][NH:23][C:24](=[O:27])[CH2:25]Cl>C(O)C>[C:2]([S:21][CH2:25][C:24]([NH:23][CH3:22])=[O:27])([C:9]1[CH:14]=[CH:13][CH:12]=[CH:11][CH:10]=1)([C:15]1[CH:16]=[CH:17][CH:18]=[CH:19][CH:20]=1)[C:3]1[CH:4]=[CH:5][CH:6]=[CH:7][CH:8]=1 |^1:0|. Procedure details: To a solution of 26.55 g of sodium in 1800 ml of ethanol is added 288.8 g of tritylmercaptan. Then with ice-cooling a solution of 111.8 g of N-methylchloracetamide in 1000 ml of ethanol is added dropwise whereupon a grey-white precipitate is formed. After completion of the addition stirring is continued at room temperature for 45 minutes and the mixture then concentrated to half its volume. The precipitate is filtered, washed with isopropanol, water and again isopropanol and dried to give the ti... Reactants: [H-].[Na+] (sodium hydride), CC1(C(NC(N1)=O)=O)C (5,5-Dimethylimidazolidine-2,4-dione), C1(=CC=CC2=CC=CC=C12)S(=O)(=O)Cl (1-naphthalene sulfonyl chloride). The solvent is O1CCCC1 (tetrahydrofuran). Reaction conditions: time 30 minute. The product is CC1(C(N(C(N1)=O)S(=O)(=O)C1=CC=CC2=CC=CC=C12)=O)C (5,5-Dimethyl-3-naphthylsulfonyl imidazolidine-2,4-dione). Isolated yield 11.6%. As a reaction SMILES: [CH3:1][C:2]1([CH3:9])[NH:6][C:5](=[O:7])[NH:4][C:3]1=[O:8].[H-].[Na+].[C:12]1([S:22](Cl)(=[O:24])=[O:23])[C:21]2[C:16](=[CH:17][CH:18]=[CH:19][CH:20]=2)[CH:15]=[CH:14][CH:13]=1>O1CCCC1>[CH3:1][C:2]1([CH3:9])[NH:6][C:5](=[O:7])[N:4]([S:22]([C:12]2[C:21]3[C:16](=[CH:17][CH:18]=[CH:19][CH:20]=3)[CH:15]=[CH:14][CH:13]=2)(=[O:24])=[O:23])[C:3]1=[O:8] |f:1.2|. Reported procedure: 5,5-Dimethylimidazolidine-2,4-dione (1.28 g) was dissolved in tetrahydrofuran (20 mL), and sodium hydride (60%, in oil) (0.25 g) was added at 0° C. under ice-cooling. After stirred for 30 minutes, 1-naphthalene sulfonyl chloride (2.38 g) was added at 0° C., and the mixture was stirred at room temperature overnight. After the solvent was distilled off, 150 mL of ethyl acetate was added to the reaction solution, and the solution was washed with 1N hydrochloric acid, an aqueous saturated sodium bic... Reactants: C1(CCCC1)CCC(=O)N=C=S (3-Cyclopentylpropanoyl isothiocyanate), C1(CCCC1)CCC(=O)Cl (3-cyclopentylpropanoyl chloride), COC=1C=C2C(=CC=NC2=CC1OC)OC1=CC(=C(N)C=C1)F (4-[(6,7-Dimethoxy-4-quinolyl)oxy]-2-fluoroaniline), C1(=CC=CC=C1)C (toluene). Solvent: C(C)O (ethanol), C(C)O (ethanol). Reaction conditions: time 2 hour. Yields the product C1(CCCC1)CCC(=O)N=C=S (3-Cyclopentylpropanoyl isothiocyanate), C1(CCCC1)CCC(=O)NC(=S)NC1=C(C=C(C=C1)OC1=CC=NC2=CC(=C(C=C12)OC)OC)F (N-(3-Cyclopentylpropanoyl)-N′-{4-[(6,7-dimethoxy-4-quinolyl)oxy]-2-fluorophenyl}thiourea). Yield: 80.0%. As a reaction SMILES: C1(CCC(Cl)=O)CCCC1.[CH:11]1([CH2:16][CH2:17][C:18]([N:20]=[C:21]=[S:22])=[O:19])[CH2:15][CH2:14][CH2:13][CH2:12]1.[CH3:23][O:24][C:25]1[CH:26]=[C:27]2[C:32](=[CH:33][C:34]=1[O:35][CH3:36])[N:31]=[CH:30][CH:29]=[C:28]2[O:37][C:38]1[CH:44]=[CH:43][C:41]([NH2:42])=[C:40]([F:45])[CH:39]=1.C1(C)C=CC=CC=1>C(O)C>[CH:11]1([CH2:16][CH2:17][C:18]([N:20]=[C:21]=[S:22])=[O:19])[CH2:12][CH2:13][CH2:14][CH2:15]1.[CH:11]1([CH2:16][CH2:17][C:18]([NH:20][C:21]([NH:42][C:41]2[CH:43]=[CH:44][C:38]([O:37][C:28]3[C:27]4[C:32](=[CH:33][C:34]([O:35][CH3:36])=[C:25]([O:24][CH3:23])[CH:26]=4)[N:31]=[CH:30][CH:29]=3)=[CH:39][C:40]=2[F:45])=[S:22])=[O:19])[CH2:12][CH2:13][CH2:14][CH2:15]1. Procedure: 3-Cyclopentylpropanoyl isothiocyanate was prepared using commercially available 3-cyclopentylpropanoyl chloride (80 mg) as a starting compound according to the description of the literature. 3-Cyclopentylpropanoyl isothiocyanate was dissolved in ethanol (1 ml) to prepare a solution. 4-[(6,7-Dimethoxy-4-quinolyl)oxy]-2-fluoroaniline (50 mg), toluene (5 ml), and ethanol (1 ml) were added to the solution, and the mixture was stirred at room temperature for 2 hr. The reaction solution was concentrat... Reactants: CCO, NC1CCN(Cc2ccccc2)CC1, CCOC(=O)C(=O)c1ccccc1. The product is O=C(NC1CCN(Cc2ccccc2)CC1)C(=O)c1ccccc1. RXN SMILES: [CH3:28][CH2:29][OH:30].[NH2:14][CH:15]1[CH2:16][CH2:17][N:18]([CH2:21][c:22]2[cH:23][cH:24][cH:25][cH:26][cH:27]2)[CH2:19][CH2:20]1.[c:1]1([C:7]([C:8]([O:10][CH2:9][CH3:11])=[O:12])=[O:13])[cH:2][cH:3][cH:4][cH:5][cH:6]1>>[c:1]1([C:7]([C:8](=[O:10])[NH:14][CH:15]2[CH2:16][CH2:17][N:18]([CH2:21][c:22]3[cH:23][cH:24][cH:25][cH:26][cH:27]3)[CH2:19][CH2:20]2)=[O:13])[cH:2][cH:3][cH:4][cH:5][cH:6]1.